From a dataset of the Open Reaction Database (ORD), a public repository of structured organic reaction records. describe an organic reaction: reactants, conditions, products, and yield The reactants are CC(=O)O, [Fe], CC(Cc1ccc(-n2cccn2)cc1)[N+](=O)[O-]. Yields the product CC(=O)Cc1ccc(-n2cccn2)cc1. Reaction SMILES: [CH3:18][C:19]([OH:20])=[O:21].[Fe:22].[N+:1]([O-:2])(=[O:3])[CH:4]([CH2:5][c:6]1[cH:7][cH:8][c:9](-[n:12]2[n:13][cH:14][cH:15][cH:16]2)[cH:10][cH:11]1)[CH3:17]>>[C:4]([CH2:5][c:6]1[cH:7][cH:8][c:9](-[n:12]2[n:13][cH:14][cH:15][cH:16]2)[cH:10][cH:11]1)([CH3:17])=[O:20]. The reactants are BrC=1C(OC2=CC(=CC=C2C1)OC)(C)C (3-bromo-7-methoxy-2,2-dimethyl-2H-chromene), BrC1=C(C=C(C=C1)OC)[N+](=O)[O-] (4-bromo-3-nitroanisole), COC1=CC=C2C=C(C(OC2=C1)(C)C)C1=C(C=C(C=C1)OC)[N+](=O)[O-] (7-methoxy-3-(4-methoxy-2-nitrophenyl)-2,2-dimethyl-2H-chromene). The product is COC=1C=CC(=C(C1)N)C1C(OC2=CC(=CC=C2C1)OC)(C)C (5-Methoxy-2-(7-methoxy-2,2-dimethylchroman-3-yl)phenylamine). Isolated yield 89.7%. Reaction SMILES: BrC1C(C)(C)OC2C(C=1)=CC=C(OC)C=2.BrC1C=CC(OC)=CC=1[N+]([O-])=O.[CH3:28][O:29][C:30]1[CH:39]=[C:38]2[C:33]([CH:34]=[C:35]([C:42]3[CH:47]=[CH:46][C:45]([O:48][CH3:49])=[CH:44][C:43]=3[N+:50]([O-])=O)[C:36]([CH3:41])([CH3:40])[O:37]2)=[CH:32][CH:31]=1>>[CH3:49][O:48][C:45]1[CH:46]=[CH:47][C:42]([CH:35]2[CH2:34][C:33]3[C:38](=[CH:39][C:30]([O:29][CH3:28])=[CH:31][CH:32]=3)[O:37][C:36]2([CH3:41])[CH3:40])=[C:43]([NH2:50])[CH:44]=1. Procedure: Synthesized from 3-bromo-7-methoxy-2,2-dimethyl-2H-chromene and 4-bromo-3-nitroanisole according to an analogous synthetic method to Preparation Example 107 described below, 7-methoxy-3-(4-methoxy-2-nitrophenyl)-2,2-dimethyl-2H-chromene (1.2 g) was used according to an analogous synthetic method to Example 30 to provide the title compound (988 mg). Reactants: compound, NC1=NNC(=N1)C (3-Amino-5-methyl-1H-1,2,4-triazole), CN=C=S (methyl isothiocyanate). The solvent is CN(C=O)C (dimethylformamide). Product: NC1=NC(=NN1C(=S)NC)C (5-Amino-3-methyl-1-[methylamino(thiocarbonyl)]-1H-1,2,4-triazole). The yield is 29.0%. RXN SMILES: [NH2:1][C:2]1[N:6]=[C:5]([CH3:7])[NH:4][N:3]=1.[CH3:8][N:9]=[C:10]=[S:11]>CN(C)C=O>[NH2:1][C:2]1[N:3]([C:10]([NH:9][CH3:8])=[S:11])[N:4]=[C:5]([CH3:7])[N:6]=1. Reported procedure: The synthesis method of Example 1-(3) was applied. The compound (664 mg) obtained in (2) above, dimethylformamide (13 ml) and methyl isothiocyanate (600 mg) were used as reagents to give 340 mg of white crystals (yield 29%). The reactants are CO.C(Cl)(Cl)Cl.[NH4+].[OH-] (MeOH CHCl3 NH4OH), ClC=1C=C(C=CC1)C1=CC(=NC2=CC=C(C=C12)C(O)(C=1N(C=NC1)C)C=1C=NC(=CC1)Cl)OC ([4-(3-chloro-phenyl)-2-methoxy-quinolin-6-yl]-(6-chloro-pyridin-3-yl)-(3-methyl-3H-imidazol-4-yl)-methanol), S(=O)(Cl)Cl (thionyl chloride). The solvent is C1(=CC=CC=C1)C (toluene). Run at temperature 85 celsius, time 1.5 hour. Product: NC(C=1C=C2C(=CC(NC2=CC1)=O)C1=CC(=CC=C1)Cl)(C=1N(C=NC1)C)C=1C=NC(=CC1)Cl (6-[Amino-(6-chloro-pyridin-3-yl)-(3-methyl-3H-imidazol-4-yl)-methyl]-4-(3-chloro-phenyl)-1H-quinolin-2-one). The yield is 88.0%. Reaction SMILES: [Cl:1][C:2]1[CH:3]=[C:4]([C:8]2[C:17]3[C:12](=[CH:13][CH:14]=[C:15]([C:18]([C:26]4[CH:27]=[N:28][C:29]([Cl:32])=[CH:30][CH:31]=4)([C:20]4[N:21]([CH3:25])[CH:22]=[N:23][CH:24]=4)O)[CH:16]=3)[N:11]=[C:10]([O:33]C)[CH:9]=2)[CH:5]=[CH:6][CH:7]=1.S(Cl)(Cl)=O.CO.C(Cl)(Cl)Cl.[NH4+:45].[OH-]>C1(C)C=CC=CC=1>[NH2:45][C:18]([C:26]1[CH:27]=[N:28][C:29]([Cl:32])=[CH:30][CH:31]=1)([C:20]1[N:21]([CH3:25])[CH:22]=[N:23][CH:24]=1)[C:15]1[CH:16]=[C:17]2[C:12](=[CH:13][CH:14]=1)[NH:11][C:10](=[O:33])[CH:9]=[C:8]2[C:4]1[CH:5]=[CH:6][CH:7]=[C:2]([Cl:1])[CH:3]=1 |f:2.3.4.5|. Procedure: To [4-(3-chloro-phenyl)-2-methoxy-quinolin-6-yl]-(6-chloro-pyridin-3-yl)-(3-methyl-3H-imidazol-4-yl)-methanol (20.95 g, 42.76 mmol) in toluene (150 ml) under an atmosphere of dry N2 was added thionyl chloride (31.19 ml, 427 mmol) dropwise. The reaction mixture was heated at 85° C. for 15 hours. Solvent and the excess thionyl chloride were removed under reduced pressure. The crude chloride was taken up in toluene and concentrated under vacuum. The resulting solid was dissolved in THF (10 ml) and ... The reactants are BrC1=NC=C(C(=C1)[Si](CC)(CC)CC)F (2-bromo-5-fluoro-4-(triethylsilyl)pyridine), FCC(=O)OCC (ethyl fluoroacetate), C(C)(C)[N-]C(C)C.[Li+] (lithium diisopropylamide), solution. The solvent is C1CCOC1 (THF), C1CCOC1 (THF), O1CCCC1.CCCCCCC.C(C)C1=CC=CC=C1 (tetrahydrofuran heptane ethylbenzene). Reaction conditions: temperature -78 celsius, time 50 minute. Product: BrC1=CC(=C(C(=N1)C(CF)=O)F)[Si](CC)(CC)CC (1-(6-bromo-3-fluoro-4-(triethylsilyl)pyridin-2-yl)-2-fluoroethanone). The yield is 93.7%. Reaction SMILES: C([N-]C(C)C)(C)C.[Li+].[Br:9][C:10]1[CH:15]=[C:14]([Si:16]([CH2:21][CH3:22])([CH2:19][CH3:20])[CH2:17][CH3:18])[C:13]([F:23])=[CH:12][N:11]=1.[F:24][CH2:25][C:26](OCC)=[O:27]>O1CCCC1.CCCCCCC.C(C1C=CC=CC=1)C.C1COCC1>[Br:9][C:10]1[N:11]=[C:12]([C:26](=[O:27])[CH2:25][F:24])[C:13]([F:23])=[C:14]([Si:16]([CH2:21][CH3:22])([CH2:19][CH3:20])[CH2:17][CH3:18])[CH:15]=1 |f:0.1,4.5.6|. Reported procedure: To a 3-neck 500-mL round bottomed flask was added THF (180 mL). The solvent was cooled to −78° C. and lithium diisopropylamide, (Aldrich; 40.3 mL, 81 mmol, 2.0 M solution in tetrahydrofuran/heptane/ethylbenzene) was added over 2 min. To the solution was added 2-bromo-5-fluoro-4-(triethylsilyl)pyridine (11a, synthesized according to procedure in WO 2012/095469 A1; 18.0 g, 62.0 mmol) in 5 mL THF over 5 min. The temperature was not allowed to go above −70° C. during the addition. After 50 min, ethy... The reactants are C[S-], CCOC(=O)c1ccc(C(F)(F)F)cc1Cl, [Na+], CN(C)C=O. Yields the product CCOC(=O)c1ccc(C(F)(F)F)cc1SC. Reaction SMILES: [CH3:17][S-:18].[Cl:1][c:2]1[c:3]([C:4](=[O:5])[O:6][CH2:7][CH3:8])[cH:9][cH:10][c:11]([C:13]([F:14])([F:15])[F:16])[cH:12]1.[Na+:19].[O:20]=[CH:21][N:22]([CH3:23])[CH3:24]>>[c:2]1([S:18][CH3:17])[c:3]([C:4](=[O:5])[O:6][CH2:7][CH3:8])[cH:9][cH:10][c:11]([C:13]([F:14])([F:15])[F:16])[cH:12]1. Starting materials: CN=C=O, Nc1ccc(CCN2CCC(Nc3nc4ccccc4n3Cc3ccc(F)cc3)CC2)cc1, C1CCOC1. The product is CNC(=O)Nc1ccc(CCN2CCC(Nc3nc4ccccc4n3Cc3ccc(F)cc3)CC2)cc1. RXN SMILES: [CH3:1][N:2]=[C:3]=[O:4].[NH2:5][c:6]1[cH:7][cH:8][c:9]([CH2:12][CH2:13][N:14]2[CH2:15][CH2:16][CH:17]([NH:20][c:21]3[n:22][c:23]4[c:24]([n:25]3[CH2:26][c:27]3[cH:28][cH:29][c:30]([F:33])[cH:31][cH:32]3)[cH:34][cH:35][cH:36][cH:37]4)[CH2:18][CH2:19]2)[cH:10][cH:11]1.[O:38]1[CH2:39][CH2:40][CH2:41][CH2:42]1>>[CH3:1][NH:2][C:3](=[O:4])[NH:5][c:6]1[cH:7][cH:8][c:9]([CH2:12][CH2:13][N:14]2[CH2:15][CH2:16][CH:17]([NH:20][c:21]3[n:22][c:23]4[c:24]([n:25]3[CH2:26][c:27]3[cH:28][cH:29][c:30]([F:33])[cH:31][cH:32]3)[cH:34][cH:35][cH:36][cH:37]4)[CH2:18][CH2:19]2)[cH:10][cH:11]1. Starting materials: resultant mixture, N(=[N+]=[N-])C(C(=O)OCC1=CC=CC=C1)N1C(C(C1S)NC(COC1=CC=CC=C1)=O)=O (benzyl 2-azido-2-(3-phenoxyacetamido-4-mercapto-2-oxo-1-azetidinyl)acetate), ClC(=O)OCC(Cl)(Cl)Cl (2,2,2-trichloroethyl chloroformate). The reagents and catalysts are [Ag] (silver). The solvent is C1=CC=CC=C1 (benzene), CN(P(=O)(N(C)C)N(C)C)C (hexamethylphosphoramide). Conditions: time 22 hour. Product: N(=[N+]=[N-])C(C(=O)OCC1=CC=CC=C1)N1C(C(C1SC(=O)OCC(Cl)(Cl)Cl)NC(COC1=CC=CC=C1)=O)=O (benzyl 2-azido-2-[3-phenoxyacetamido-4-(2,2,2-trichloroethoxycarbonylthio)-2-oxo-1-azetidinyl]acetate). As a reaction SMILES: [N:1]([CH:4]([N:15]1[CH:18]([SH:19])[CH:17]([NH:20][C:21](=[O:30])[CH2:22][O:23][C:24]2[CH:29]=[CH:28][CH:27]=[CH:26][CH:25]=2)[C:16]1=[O:31])[C:5]([O:7][CH2:8][C:9]1[CH:14]=[CH:13][CH:12]=[CH:11][CH:10]=1)=[O:6])=[N+:2]=[N-:3].Cl[C:33]([O:35][CH2:36][C:37]([Cl:40])([Cl:39])[Cl:38])=[O:34]>CN(C)P(N(C)C)(N(C)C)=O.C1C=CC=CC=1.[Ag]>[N:1]([CH:4]([N:15]1[CH:18]([S:19][C:33]([O:35][CH2:36][C:37]([Cl:40])([Cl:39])[Cl:38])=[O:34])[CH:17]([NH:20][C:21](=[O:30])[CH2:22][O:23][C:24]2[CH:29]=[CH:28][CH:27]=[CH:26][CH:25]=2)[C:16]1=[O:31])[C:5]([O:7][CH2:8][C:9]1[CH:10]=[CH:11][CH:12]=[CH:13][CH:14]=1)=[O:6])=[N+:2]=[N-:3]. Procedure: To a cooled solution of silver salt at the mercapto group of benzyl 2-azido-2-(3-phenoxyacetamido-4-mercapto-2-oxo-1-azetidinyl)acetate (3.08 g.) in hexamethylphosphoramide (12 ml.) was added 2,2,2-trichloroethyl chloroformate (1.15 ml.) over a period of 3 minutes, and the resultant mixture was stirred at room temperature. After stirring for 22 hours, the mixture was diluted with benzene (15 ml.) and filtered through a pad of Celite. The filtrate was poured into cold water and extracted with eth... Starting materials: OC1=C(C(=O)OC)C=CC(=C1)N (methyl 2-hydroxy-4-aminobenzoate), N1=CC=CC=C1 (pyridine), O (water), CC1(C=2C=CC(=CC2C(CC1)(C)C)C(C(=O)Cl)=O)C (5,6,7,8-tetrahydro-5,5,8,8-tetramethyl-2-naphthylglyoxyloyl chloride), 1(c). Run in C1CCOC1 (THF), C1CCOC1 (THF). Run at time 4 hour. Product: OC1=C(C(=O)OC)C=CC(=C1)NC(=O)C(=O)C1=CC=2C(CCC(C2C=C1)(C)C)(C)C (Methyl 2-hydroxy-4-(5,6,7,8-tetrahydro-5,5,8,8-tetramethyl-2-naphthoylformamido)benzoate). RXN SMILES: [OH:1][C:2]1[CH:11]=[C:10]([NH2:12])[CH:9]=[CH:8][C:3]=1[C:4]([O:6][CH3:7])=[O:5].N1C=CC=CC=1.[CH3:19][C:20]1([CH3:37])[CH2:29][CH2:28][C:27]([CH3:31])([CH3:30])[C:26]2[CH:25]=[C:24]([C:32](=[O:36])[C:33](Cl)=[O:34])[CH:23]=[CH:22][C:21]1=2.O>C1COCC1>[OH:1][C:2]1[CH:11]=[C:10]([NH:12][C:33]([C:32]([C:24]2[CH:23]=[CH:22][C:21]3[C:20]([CH3:37])([CH3:19])[CH2:29][CH2:28][C:27]([CH3:31])([CH3:30])[C:26]=3[CH:25]=2)=[O:36])=[O:34])[CH:9]=[CH:8][C:3]=1[C:4]([O:6][CH3:7])=[O:5]. Reported procedure: 6.7 g (40 mmol) of methyl 2-hydroxy-4-aminobenzoate, 10 ml (0.12 mol) of pyridine and 50 ml of THF are introduced into a round-bottomed flask. A solution of 10.5 g (40 mmol) of 5,6,7,8-tetrahydro-5,5,8,8-tetramethyl-2-naphthylglyoxyloyl chloride, prepared in 1(c), in 100 ml of THF is added dropwise and the mixture is stirred at room temperature for 4 h. The reaction medium is poured into water, the mixture is extracted with ethyl ether and the organic phase is separated after settling has taken ... The reactants are C1[C@H]([C@@H]([C@H]([C@@H]([C@H]1N)O[C@@H]2[C@@H]([C@H]([C@@H]([C@H](O2)CN)O)O)N)O[C@H]3[C@@H]([C@@H]([C@H](O3)CO)O[C@@H]4[C@@H]([C@H]([C@@H]([C@@H](O4)CN)O)O)N)O)O)N.OS(=O)(=O)O (neomycin sulfate). Run in Br (HBr). Reaction conditions: time 8 hour. Yields the product C1[C@H]([C@@H]([C@H]([C@@H]([C@H]1N)O)O)O)N (2-Deoxystreptamine). Reaction SMILES: [CH2:1]1[C@H:6]([NH2:7])[C@@H:5]([O:8][C@H]2O[C@H](CN)[C@@H](O)[C@H](O)[C@H]2N)[C@H:4]([O:20][C@@H]2O[C@H](CO)[C@@H](O[C@H]3O[C@@H](CN)[C@@H](O)[C@H](O)[C@H]3N)[C@H]2O)[C@@H:3]([OH:41])[C@@H:2]1[NH2:42].OS(O)(=O)=O>Br>[CH2:1]1[C@H:2]([NH2:42])[C@@H:3]([OH:41])[C@H:4]([OH:20])[C@@H:5]([OH:8])[C@@H:6]1[NH2:7] |f:0.1|. Reported procedure: To a 1 L round bottom flask equipped with a condenser was added neomycin sulfate (27.2 g, 0.03 mol) and HBr (48%, 300 mL). The solution was heated at reflux for 20 hrs. Upon cooling to room temperature, the black solution was concentrated to dryness under reduced pressure. H2O (100 mL) was then added to the black solid, and after vigorous stirring, the slurry was filtered and the filtrate was lyophilized. The dark brown solid obtained was washed with 150 mL of 1:2:1 CHCl3 :MeOH:NH3 (con.) and th...